This data is from the Open Reaction Database (ORD), a public repository of structured organic reaction records. The task is: describe an organic reaction: reactants, conditions, products, and yield The reactants are [N+](=O)([O-])C1=C(C=CC=C1)CC(=O)OC (Methyl (2-nitrophenyl)acetate), C(C)(=O)OC(C)=O (acetic anhydride). Reagents/catalysts: [Pd] (Pd/C). The solvent is C1(=CC=CC=C1)C (toluene). Product: C(C)(=O)NC1=C(C=CC=C1)CC(=O)OC (methyl (2-acetamidophenyl)acetate). Yield: 83.8%. Reaction SMILES: [N+:1]([C:4]1[CH:9]=[CH:8][CH:7]=[CH:6][C:5]=1[CH2:10][C:11]([O:13][CH3:14])=[O:12])([O-])=O.[C:15](OC(=O)C)(=[O:17])[CH3:16]>C1(C)C=CC=CC=1.[Pd]>[C:15]([NH:1][C:4]1[CH:9]=[CH:8][CH:7]=[CH:6][C:5]=1[CH2:10][C:11]([O:13][CH3:14])=[O:12])(=[O:17])[CH3:16]. Reported procedure: Methyl (2-nitrophenyl)acetate (26.6 g, 0.14 mol) and acetic anhydride (51.5 ml, 0.55 mol) were subjected to catalytic hydrogenation for 15 hours in toluene (150 ml) in the presence of 10% Pd/C (53.2% wet, 4.5 g). The reaction mixture was filtered to remove therefrom the catalyst, followed by washing with toluene. The filtrate was distilled under reduced pressure to remove the solvent. The residue was crystallized by the addition thereto of n-hexane and diisopropyl ether. The crystals thus precip...